From a dataset of the Open Reaction Database (ORD), a public repository of structured organic reaction records. describe an organic reaction: reactants, conditions, products, and yield Reactants: BrC1S([C@H]2N(C(=C1CBr)C(=O)OC(C)(C)C)C(C2NC(COC2=CC=CC=C2)=O)=O)=O (t-butyl 2-bromo-3-bromomethyl-7-phenoxyacetamido-3-cephem-4-carboxylate-1-oxide). The solvent is FC(C(=O)O)(F)F (trifluoroacetic acid). Product: BrC1S([C@H]2N(C(=C1CBr)C(=O)O)C(C2NC(COC2=CC=CC=C2)=O)=O)=O (2-bromo-3-bromomethyl-7-phenoxyacetamido-3-cephem-4-carboxylic acid-1-oxide). The yield is 101.5%. As a reaction SMILES: [Br:1][CH:2]1[C:7]([CH2:8][Br:9])=[C:6]([C:10]([O:12]C(C)(C)C)=[O:11])[N:5]2[C:17](=[O:30])[CH:18]([NH:19][C:20](=[O:29])[CH2:21][O:22][C:23]3[CH:28]=[CH:27][CH:26]=[CH:25][CH:24]=3)[C@H:4]2[S:3]1=[O:31]>FC(F)(F)C(O)=O>[Br:1][CH:2]1[C:7]([CH2:8][Br:9])=[C:6]([C:10]([OH:12])=[O:11])[N:5]2[C:17](=[O:30])[CH:18]([NH:19][C:20](=[O:29])[CH2:21][O:22][C:23]3[CH:28]=[CH:27][CH:26]=[CH:25][CH:24]=3)[C@H:4]2[S:3]1=[O:31]. Reported procedure: 1.2 g of t-butyl 2-bromo-3-bromomethyl-7-phenoxyacetamido-3-cephem-4-carboxylate-1-oxide were stirred in 8 ml of trifluoroacetic acid over 15 minutes and after evaporation to dryness under vacuo, 20 ml of 1,2-dichloroethane were added to the residue. The evaporation to dryness was repeated and 5 ml of ether and 50 ml of heptane were added to the residue. The obtained product was vacuum filtered and dried under vacuo to obtain 1.1 g of 2-bromo-3-bromomethyl-7-phenoxyacetamido-3-cephem-4-carboxyli... Reactants: Nc1ccc(C2CCCCC2)cc1, COC(=O)C(=O)Cl, ClCCl, O, c1ccncc1. Product: COC(=O)C(=O)Nc1ccc(C2CCCCC2)cc1. As a reaction SMILES: [CH:8]1([c:14]2[cH:15][cH:16][c:17]([NH2:18])[cH:19][cH:20]2)[CH2:9][CH2:10][CH2:11][CH2:12][CH2:13]1.[Cl:1][C:2]([C:3](=[O:4])[O:5][CH3:6])=[O:7].[Cl:28][CH2:29][Cl:30].[OH2:27].[cH:21]1[cH:22][cH:23][n:24][cH:25][cH:26]1>>[C:2]([C:3](=[O:4])[O:5][CH3:6])(=[O:7])[NH:18][c:17]1[cH:16][cH:15][c:14]([CH:8]2[CH2:9][CH2:10][CH2:11][CH2:12][CH2:13]2)[cH:20][cH:19]1. Starting materials: CN(C)c1cc2c3c(cccc3c1)N=C2S, CCO, NCCCc1cccnc1. The product is CN(C)c1cc2c3c(cccc3c1)N=C2NCCCc1cccnc1. As a reaction SMILES: [CH3:11][N:12]([c:13]1[cH:14][c:15]2[c:16]3[c:17]([cH:25]1)[C:18]([SH:24])=[N:19][c:20]3[cH:21][cH:22][cH:23]2)[CH3:26].[CH3:27][CH2:28][OH:29].[n:1]1[cH:2][c:3]([CH2:7][CH2:8][CH2:9][NH2:10])[cH:4][cH:5][cH:6]1>>[n:1]1[cH:2][c:3]([CH2:7][CH2:8][CH2:9][NH:10][C:18]2=[N:19][c:20]3[c:16]4[c:15]([cH:14][c:13]([N:12]([CH3:11])[CH3:26])[cH:25][c:17]42)[cH:23][cH:22][cH:21]3)[cH:4][cH:5][cH:6]1. The reactants are C(C)OC(=O)N1CCC(CC1)(C1=CC(=C(C=C1)Cl)Cl)O (1-ethoxycarbonyl-4-hydroxy-4-(3,4-dichlorophenyl)piperidine), [OH-].[K+] (KOH). Solvent: C(CCC)O (nBuOH). Product: OC1(CCNCC1)C1=CC(=C(C=C1)Cl)Cl (4-Hydroxy-4-(3,4-dichlorophenyl)piperidine). Yield: 90.0%. Reaction SMILES: C(OC([N:6]1[CH2:11][CH2:10][C:9]([OH:20])([C:12]2[CH:17]=[CH:16][C:15]([Cl:18])=[C:14]([Cl:19])[CH:13]=2)[CH2:8][CH2:7]1)=O)C.[OH-].[K+]>C(O)CCC>[OH:20][C:9]1([C:12]2[CH:17]=[CH:16][C:15]([Cl:18])=[C:14]([Cl:19])[CH:13]=2)[CH2:10][CH2:11][NH:6][CH2:7][CH2:8]1 |f:1.2|. Reported procedure: A mixture of 64.2 g of 1-ethoxycarbonyl-4-hydroxy-4-(3,4-dichlorophenyl)piperidine (X-1) and a solution of 72.4 g of KOH in 700 ml of nBuOH is refluxed for 2 hours and evaporated. The reaction mixture is concentrated under reduced pressure and extracted with ethyl acetate. The organic layer is washed with water, dried and evaporated. The resulting crystalline residue is recrystallized from ethyl acetate to prepare 44.7 g (Yield: 90.0%) of the compound (II-1). mp. 144.5°-146.0° C.